Dataset: the Open Reaction Database (ORD), a public repository of structured organic reaction records. Task: describe an organic reaction: reactants, conditions, products, and yield Reactants: FC1=C(C=CC(=C1)B1OC(C(O1)(C)C)(C)C)C=1N=CC(=NC1)N (5-(2-fluoro-4-(4,4,5,5-tetramethyl-1,3,2-dioxaborolan-2-yl)phenyl)pyrazin-2-amine), BrC1=C(C=CC(=C1)C(F)(F)F)Cl (2-bromo-1-chloro-4-(trifluoromethyl)benzene), CC1(OB(OC1(C)C)C=1C=NC(=NC1)N)C (5-(4,4,5,5-tetramethyl-1,3,2-dioxaborolan-2-yl)pyrimidin-2-amine). Yields the product NC=1N=CC(=NC1)C1=C(C=C(C=C1)C1=C(C=CC(=C1)C(F)(F)F)C=1C=NC(=NC1)N)F (5-[4′-(5-Aminopyrazin-2-yl)-3′-fluoro-5-(trifluoromethyl)biphenyl-2-yl]pyrimidin-2-amine). As a reaction SMILES: [F:1][C:2]1[CH:7]=[C:6](B2OC(C)(C)C(C)(C)O2)[CH:5]=[CH:4][C:3]=1[C:17]1[N:18]=[CH:19][C:20]([NH2:23])=[N:21][CH:22]=1.Br[C:25]1[CH:30]=[C:29]([C:31]([F:34])([F:33])[F:32])[CH:28]=[CH:27][C:26]=1Cl.CC1(C)C(C)(C)OB([C:44]2[CH:45]=[N:46][C:47]([NH2:50])=[N:48][CH:49]=2)O1>>[NH2:23][C:20]1[N:21]=[CH:22][C:17]([C:3]2[CH:4]=[CH:5][C:6]([C:25]3[CH:30]=[C:29]([C:31]([F:34])([F:33])[F:32])[CH:28]=[CH:27][C:26]=3[C:44]3[CH:45]=[N:46][C:47]([NH2:50])=[N:48][CH:49]=3)=[CH:7][C:2]=2[F:1])=[N:18][CH:19]=1. Procedure details: The title compound was prepared in a manner similar to that described in Example 838 using 5-(2-fluoro-4-(4,4,5,5-tetramethyl-1,3,2-dioxaborolan-2-yl)phenyl)pyrazin-2-amine and 2-bromo-1-chloro-4-(trifluoromethyl)benzene in Step A and 5-(4,4,5,5-tetramethyl-1,3,2-dioxaborolan-2-yl)pyrimidin-2-amine in Step B. MS (ESI): mass calcd. for C21H14F4N6, 426.12; m/z found, 427.0 [M+H]+. 1H NMR (500 MHz, CD3OD) δ 8.36 (dd, J=2.1, 1.5, 1H), 8.10 (s, 2H), 8.05 (d, J=1.5, 1H), 7.90-7.85 (m, 1H), 7.81-7.77 (...